describe an organic reaction: reactants, conditions, products, and yield From a dataset of the Open Reaction Database (ORD), a public repository of structured organic reaction records. Starting materials: CC1=C(C=C2C(=N1)NC(N2)=O)C2=CC=C(C=C2)[N+](=O)[O-] (1,3dihydro-5-methyl-6-(4-nitrophenyl)-2H-imidazo[4,5-b]pyridin-2-one). The reagents and catalysts are [Pd] (palladium-on-carbon). Run in CN(C)C=O (DMF). Run at time 90 minute. Product: NC1=CC=C(C=C1)C=1C=C2C(=NC1C)NC(N2)=O (6-(4-aminophenyl)-1,3-dihydro-5-methyl-2H-imidazo[4,5-b]pyridin-2-one). Reaction SMILES: [CH3:1][C:2]1[N:7]=[C:6]2[NH:8][C:9](=[O:11])[NH:10][C:5]2=[CH:4][C:3]=1[C:12]1[CH:17]=[CH:16][C:15]([N+:18]([O-])=O)=[CH:14][CH:13]=1>CN(C=O)C.[Pd]>[NH2:18][C:15]1[CH:16]=[CH:17][C:12]([C:3]2[CH:4]=[C:5]3[NH:10][C:9](=[O:11])[NH:8][C:6]3=[N:7][C:2]=2[CH3:1])=[CH:13][CH:14]=1. Procedure details: Alternative preparation: To a solution of 21.40 g 1,3dihydro-5-methyl-6-(4-nitrophenyl)-2H-imidazo[4,5-b]pyridin-2-one in 1000 ml DMF was added 2.05 g palladium-on-carbon catalyst, and the mixture was hydrogenated in a Parr reactor at 50 psi and room temperature. After 90 min. the reaction was complete and the mixture was filtered and concentrated in vacuo. The residue was washed with water and dried in a vacuum oven to give an essentially quantitative yield of 6-(4-aminophenyl)-1,3-dihydro-5-me... The reactants are C1(=CC=CC=C1)C.N(=NC(=O)OCC)C(=O)OCC (diethyl azodicarboxylate toluene), C(C)(C)(C)OC(=O)NC=1C(=NN(C1)C)NC(C[C@@H](CO)NC(OCC1=CC=CC=C1)=O)=O (benzyl ((2S)-4-((4-((tert-butoxycarbonyl)amino)-1-methyl-1H-pyrazol-3-yl)amino)-1-hydroxy-4-oxobutan-2-yl)carbamate), C(CCC)P(CCCC)CCCC (tri-n-butylphosphine), C1(=CC=CC=C1)C (toluene). Run in C1CCOC1 (THF). Reaction conditions: temperature 60 celsius, time 1 hour. The product is C(C)(C)(C)OC(=O)NC=1C(=NN(C1)C)N1C[C@H](CC1=O)NC(OCC1=CC=CC=C1)=O (benzyl ((3S)-1-(4-((tert-butoxycarbonyl)amino)-1-methyl-1H-pyrazol-3-yl)-5-oxopyrrolidin-3-yl)carbamate). The yield is 84.7%. Reaction SMILES: [C:1]([O:5][C:6]([NH:8][C:9]1[C:10]([NH:15][C:16](=[O:32])[CH2:17][C@H:18]([NH:21][C:22](=[O:31])[O:23][CH2:24][C:25]2[CH:30]=[CH:29][CH:28]=[CH:27][CH:26]=2)[CH2:19]O)=[N:11][N:12]([CH3:14])[CH:13]=1)=[O:7])([CH3:4])([CH3:3])[CH3:2].C(P(CCCC)CCCC)CCC.C1(C)C=CC=CC=1.C1(C)C=CC=CC=1.N(C(OCC)=O)=NC(OCC)=O>C1COCC1>[C:1]([O:5][C:6]([NH:8][C:9]1[C:10]([N:15]2[C:16](=[O:32])[CH2:17][C@H:18]([NH:21][C:22](=[O:31])[O:23][CH2:24][C:25]3[CH:30]=[CH:29][CH:28]=[CH:27][CH:26]=3)[CH2:19]2)=[N:11][N:12]([CH3:14])[CH:13]=1)=[O:7])([CH3:4])([CH3:2])[CH3:3] |f:3.4|. Procedure details: To a mixture of benzyl ((2S)-4-((4-((tert-butoxycarbonyl)amino)-1-methyl-1H-pyrazol-3-yl)amino)-1-hydroxy-4-oxobutan-2-yl)carbamate (1.6 g), tri-n-butylphosphine (1.3 mL), toluene (18 mL) and THF (6.0 mL) was added 40% diethyl azodicarboxylate toluene solution (1.8 mL) under ice-cooling, and the mixture was stirred at 60° C. for 1 hr. The reaction mixture was concentrated under reduced pressure, and the residue was purified by silica gel column chromatography (ethyl acetate/hexane) to give the t... The reactants are FC(C(O)C=1C=C(C=C(C1)C1=C(C=C(C=C1)F)F)C(=O)OC(C)(C)C)F (tert-butyl 5-(2,2-difluoro-1-hydroxyethyl)-2′,4′-difluorobiphenyl-3-carboxylate), FC(C(=O)O)(F)F (trifluoroacetic acid). Solvent: ClCCl (dichloromethane). Conditions: time 48 hour. Yields the product FC(C(O)C=1C=C(C=C(C1)C1=C(C=C(C=C1)F)F)C(=O)O)F (5-(2,2-difluoro-1-hydroxyethyl)-2′,4′-difluorobiphenyl-3-carboxylic acid). The yield is 97.0%. RXN SMILES: [F:1][CH:2]([F:26])[CH:3]([C:5]1[CH:6]=[C:7]([C:19]([O:21]C(C)(C)C)=[O:20])[CH:8]=[C:9]([C:11]2[CH:16]=[CH:15][C:14]([F:17])=[CH:13][C:12]=2[F:18])[CH:10]=1)[OH:4].FC(F)(F)C(O)=O>ClCCl>[F:26][CH:2]([F:1])[CH:3]([C:5]1[CH:6]=[C:7]([C:19]([OH:21])=[O:20])[CH:8]=[C:9]([C:11]2[CH:16]=[CH:15][C:14]([F:17])=[CH:13][C:12]=2[F:18])[CH:10]=1)[OH:4]. Procedure details: To a solution of tert-butyl 5-(2,2-difluoro-1-hydroxyethyl)-2′,4′-difluorobiphenyl-3-carboxylate (1.03 g, 2.79 mmol) in dichloromethane (5.6 mL) was added trifluoroacetic acid (5.4 mL). The mixture was stirred at ambient temperature. After 48 h, the mixture was concentrated to dryness to give the title compound (0.85 g). MS 315.0 (M+1). Reactants: CN(C)C=O, O=C1CCC(=O)N1Cl, CCOC(=O)c1cc2cccc(N)c2[nH]1, O. The product is CCOC(=O)c1cc2ccc(Cl)c(N)c2[nH]1. Reaction SMILES: [CH3:24][N:25]([CH3:26])[CH:27]=[O:28].[Cl:16][N:17]1[C:18](=[O:19])[CH2:20][CH2:21][C:22]1=[O:23].[NH2:1][c:2]1[cH:3][cH:4][cH:5][c:6]2[cH:7][c:8]([C:11](=[O:12])[O:13][CH2:14][CH3:15])[nH:9][c:10]12.[OH2:29]>>[NH2:1][c:2]1[c:3]([Cl:16])[cH:4][cH:5][c:6]2[cH:7][c:8]([C:11](=[O:12])[O:13][CH2:14][CH3:15])[nH:9][c:10]12.